This data is from the Open Reaction Database (ORD), a public repository of structured organic reaction records. The task is: describe an organic reaction: reactants, conditions, products, and yield The reactants are C(CCCCCCCCCCC)O (1-dodecanol), CCCCC(CC)C(=O)[O-].CCCCC(CC)C(=O)[O-].[Sn+2] (stannous octoate). Product: C1(CCCCCO1)=O.C[C@H]1C(=O)O[C@H](C(=O)O1)C (ε-CAPROLACTONE L-LACTIDE). Reaction SMILES: C(O)CCCCCCCCCCC.[CH3:14][CH2:15][CH2:16][CH2:17][CH:18]([C:21]([O-:23])=[O:22])[CH2:19]C.CCC[CH2:27][CH:28]([C:31]([O-:33])=[O:32])CC.[Sn+2]>>[C:21]1(=[O:23])[O:22][CH2:14][CH2:15][CH2:16][CH2:17][CH2:18]1.[CH3:27][C@@H:28]1[O:23][C:21](=[O:22])[C@H:18]([CH3:19])[O:33][C:31]1=[O:32] |f:1.2.3,4.5|. Procedure details: The procedure in Example 1 was substantially repeated, except that 13.6 mL of 1-dodecanol instead of 4.00 mL of glycerol and 0.12 mL (40 μmol) instead of 0.10 mL of stannous octoate solution were used. The copolymer was dried under vacuum (0.1mm Hg) at 110° C. for about 16 hours to remove any unreacted monomer. The copolymer had an inherent viscosity of 0.15 dL/g in HFIP at 25° C. The copolymer was viscous liquid at room temperature. The molar ratio of PC.L/PLA was found to be 51.5/48.5 by proto... Reactants: C(C=C)Br (allyl bromide), C(C1=CC=CC=C1)(C1=CC=CC=C1)(C1=CC=CC=C1)N[C@@H](CCC(=O)OC(C)(C)C)C(=O)OC(C)(C)C (di-tert-butyl N-trityl-L-glutamate), solution, C[Si](C)(C)[N-][Si](C)(C)C.[Li+] (lithium bis(trimethylsilyl)amide). The solvent is C1CCOC1 (THF), C1CCOC1 (THF). Reaction conditions: temperature -70 celsius, time 2 hour. The product is C(C=C)C(C[C@H](NC(C1=CC=CC=C1)(C1=CC=CC=C1)C1=CC=CC=C1)C(=O)OC(C)(C)C)C(=O)OC(C)(C)C (di-tert-butyl 4-allyl-N-trityl-L-glutamate). The yield is 100.8%. As a reaction SMILES: [C:1]([NH:20][C@H:21]([C:31]([O:33][C:34]([CH3:37])([CH3:36])[CH3:35])=[O:32])[CH2:22][CH2:23][C:24]([O:26][C:27]([CH3:30])([CH3:29])[CH3:28])=[O:25])([C:14]1[CH:19]=[CH:18][CH:17]=[CH:16][CH:15]=1)([C:8]1[CH:13]=[CH:12][CH:11]=[CH:10][CH:9]=1)[C:2]1[CH:7]=[CH:6][CH:5]=[CH:4][CH:3]=1.C[Si]([N-][Si](C)(C)C)(C)C.[Li+].[CH2:48](Br)[CH:49]=[CH2:50]>C1COCC1>[CH2:50]([CH:23]([C:24]([O:26][C:27]([CH3:30])([CH3:28])[CH3:29])=[O:25])[CH2:22][C@@H:21]([C:31]([O:33][C:34]([CH3:37])([CH3:36])[CH3:35])=[O:32])[NH:20][C:1]([C:8]1[CH:13]=[CH:12][CH:11]=[CH:10][CH:9]=1)([C:14]1[CH:15]=[CH:16][CH:17]=[CH:18][CH:19]=1)[C:2]1[CH:7]=[CH:6][CH:5]=[CH:4][CH:3]=1)[CH:49]=[CH2:48] |f:1.2|. Procedure details: A solution of di-tert-butyl N-trityl-L-glutamate (1.99 g, 1.85 mmol) in THF (50 mL) was cooled to −70° C. and a 1.0 M solution of lithium bis(trimethylsilyl)amide 47 mL, 47 mmol) in THF was added slowly (over a period of 20 min). The solution was stirred for 2 h at −70° C., and allyl bromide (1.44 g g, 11.9 mmol) was added drop wise at −70° C. After stirring for 1.5 h, the reaction mixture was quenched with saturated aqueous solution of NH4Cl, and warmed up to room temperature, and concentrated ...